Task: describe an organic reaction: reactants, conditions, products, and yield. Dataset: the Open Reaction Database (ORD), a public repository of structured organic reaction records Reactants: C(CC)C=1NC=CN1 (2-Propylimidazole), BrC(C(=O)OCC)C (ethyl 2-bromopropionate), C([O-])([O-])=O.[K+].[K+] (potassium carbonate). The solvent is C(C)#N (acetonitrile). Product: C(C)OC(C(C)N1C(=NC=C1)CCC)=O (Ethyl-2-(2-propylimidazol-1-yl)propanoate). Reaction SMILES: [CH2:1]([C:4]1[NH:5][CH:6]=[CH:7][N:8]=1)[CH2:2][CH3:3].Br[CH:10]([CH3:16])[C:11]([O:13][CH2:14][CH3:15])=[O:12].C(=O)([O-])[O-].[K+].[K+]>C(#N)C>[CH2:14]([O:13][C:11](=[O:12])[CH:10]([N:5]1[CH:6]=[CH:7][N:8]=[C:4]1[CH2:1][CH2:2][CH3:3])[CH3:16])[CH3:15] |f:2.3.4|. Reported procedure: 2-Propylimidazole (5.5 g), ethyl 2-bromopropionate (9.95 g) and potassium carbonate (12.4 g) were stirred in refluxing acetonitrile (100 ml) for 72 hours. The suspension was allowed to cool, filtered and the solvent removed under reduced pressure, yielding the title compound as an off-white foam, 9.2 g [88%]. Reactants: BrC1=CC2=C(C(CO2)N)C=C1 ((rac)-6-bromo-2,3-dihydro-benzofuran-3-ylamine), C(C)(C)(C)OC(=O)NC1(CC1)C(=O)O (1-tert-butoxycarbonylamino-cyclopropanecarboxylic acid). Yields the product C(C)(C)(C)OC(NC1(CC1)C(NC1COC2=C1C=CC(=C2)Br)=O)=O ([1-((rac)-6-bromo-2,3-dihydro-benzofuran-3-ylcarbamoyl)-cyclopropyl]-carbamic acid tert-butyl ester). Reaction SMILES: [Br:1][C:2]1[CH:11]=[CH:10][C:5]2[CH:6]([NH2:9])[CH2:7][O:8][C:4]=2[CH:3]=1.[C:12]([O:16][C:17]([NH:19][C:20]1([C:23](O)=[O:24])[CH2:22][CH2:21]1)=[O:18])([CH3:15])([CH3:14])[CH3:13]>>[C:12]([O:16][C:17](=[O:18])[NH:19][C:20]1([C:23](=[O:24])[NH:9][CH:6]2[C:5]3[CH:10]=[CH:11][C:2]([Br:1])=[CH:3][C:4]=3[O:8][CH2:7]2)[CH2:21][CH2:22]1)([CH3:15])([CH3:13])[CH3:14]. Procedure: In analogy to the procedures described for the preparation of intermediate A-1 [B] and for the preparation of example 12, (rac)-6-bromo-2,3-dihydro-benzofuran-3-ylamine (intermediate A-8 [B]) has been coupled with 1-tert-butoxycarbonylamino-cyclopropanecarboxylic acid to give [1-((rac)-6-bromo-2,3-dihydro-benzofuran-3-ylcarbamoyl)-cyclopropyl]-carbamic acid tert-butyl ester, which was then reacted with 4,4,4′,4′,5,5,5′,5′-octamethyl-2,2′-bi(1,3,2-dioxaborolane) and (1,1′-bis-diphenylphosphino)-f... Reactants: ClC=1C(C(=C(C(C1Cl)=O)C#N)C#N)=O (2,3-dichloro-5,6-dicyano-1,4-benzoquinone), C(=O)(O)[O-].[Na+] (NaHCO3), C(C1=CC=CC=C1)(=O)/C(/C(=O)OCC)=C/C=1C=NC(=CC1)Cl (ethyl (2Z)-2-benzoyl-3-(6-chloro-3-pyridyl)acrylate), NC1=CC=NN1CC (5-amino-1-ethylpyrazole), NC1=CC=NN1CC (5-amino-1-ethylpyrazole). The solvent is CN1C(CCC1)=O (N-methylpyrrolidone). Run at temperature 140 celsius, time 1 hour. Product: ClC1=CC=C(C=N1)C1=C2C(=NC(=C1C(=O)OCC)C1=CC=CC=C1)N(N=C2)CC (ethyl 4-(6-chloro-3-pyridyl)-1-ethyl-6-phenyl-1H-pyrazolo[3,4-b]pyridine-5-carboxylate). The yield is 77.9%. RXN SMILES: [C:1](/[C:9](=[CH:15]/[C:16]1[CH:17]=[N:18][C:19]([Cl:22])=[CH:20][CH:21]=1)/[C:10]([O:12][CH2:13][CH3:14])=[O:11])(=O)[C:2]1[CH:7]=[CH:6][CH:5]=[CH:4][CH:3]=1.[NH2:23][C:24]1[N:28]([CH2:29][CH3:30])[N:27]=[CH:26][CH:25]=1.ClC1C(=O)C(C#N)=C(C#N)C(=O)C=1Cl.C([O-])(O)=O.[Na+]>CN1CCCC1=O>[Cl:22][C:19]1[N:18]=[CH:17][C:16]([C:15]2[C:9]([C:10]([O:12][CH2:13][CH3:14])=[O:11])=[C:1]([C:2]3[CH:7]=[CH:6][CH:5]=[CH:4][CH:3]=3)[N:23]=[C:24]3[N:28]([CH2:29][CH3:30])[N:27]=[CH:26][C:25]=23)=[CH:21][CH:20]=1 |f:3.4|. Reported procedure: A mixture of ethyl (2Z)-2-benzoyl-3-(6-chloro-3-pyridyl)acrylate (2.018 g) and 5-amino-1-ethylpyrazole (710 mg) in N-methylpyrrolidone (15 ml) was heated at 140° C. for 3.5 hours. Another 5-amino-1-ethylpyrazole (200 mg) was added and the mixture was heated at 140° C. for 2 hours. After cooling, 2,3-dichloro-5,6-dicyano-1,4-benzoquinone (1.45 g) was added and the mixture was stirred at room temperature for 1 hour. The reaction mixture was poured into saturated aqueous NaHCO3 and extracted with E... Starting materials: C(C)C=1C(=NC(=CN1)CC)N[C@H]1[C@H](CC2=CC=CC=C12)O ((1R,2S)-1-[(3,6-diethylpyrazin-2-yl)amino]-2,3-dihydro-1H-inden-2-ol), C(CC)[C@@H]1CCC2=C(C=CS2)[C@H]1N (trans-5-propyl-4,5,6,7-tetrahydro-1-benzothiophen-4-amine). The product is C(C)C=1C(=NC(=CN1)CC)N[C@H]1[C@@H](CCC2=C1C=CS2)CCC (3,6-diethyl-N-[Trans-5-propyl-4,5,6,7-tetrahydro-1-benzothien-4-yl]pyrazin-2-amine). As a reaction SMILES: [CH2:1]([C:3]1[C:4]([NH:11][C@@H:12]2[C:20]3[C:15](=[CH:16][CH:17]=[CH:18][CH:19]=3)[CH2:14][C@@H:13]2O)=[N:5][C:6]([CH2:9][CH3:10])=[CH:7][N:8]=1)[CH3:2].C([C@H]1[C@H](N)C2[CH:30]=[CH:31][S:32]C=2CC1)CC>>[CH2:1]([C:3]1[C:4]([NH:11][C@@H:12]2[C:20]3[CH:30]=[CH:31][S:32][C:19]=3[CH2:18][CH2:17][C@H:16]2[CH2:15][CH2:14][CH3:13])=[N:5][C:6]([CH2:9][CH3:10])=[CH:7][N:8]=1)[CH3:2]. Reported procedure: Following the procedure for the preparation of (1R,2S)-1-[(3,6-diethylpyrazin-2-yl)amino]-2,3-dihydro-1H-inden-2-ol but substituting trans-5-propyl-4,5,6,7-tetrahydro-1-benzothiophen-4-amine and making non-critical variations provided the title compound as a oil: 1H NMR (300 MHz, CDCl3) δ) 7.66, 7.08, 6.44, 5.19, 4.46, 2.82, 2.68-2.52, 2.03, 1.94, 1.78, 1.53-1.48, 1.26, 0.92; HRMS (FAB) calcd for C19H27N3S+H 330.2004, found 330.1993. Starting materials: Oc1c(nc(Br)c2cccnc12)C(=O)NCc3ccc(F)cc3, Cc1cc(O)ccc1B2OC(C)(C)C(C)(C)O2. Reagents/catalysts: CCN=P(N=P(N(C)C)(N(C)C)N(C)C)(N(C)C)N(C)C (P2-Et), CC(C)c1cc(C(C)C)c(-c2ccccc2[PH](C(C)(C)C)(C(C)(C)C)[Pd]2(OS(C)(=O)=O)Nc3ccccc3-c3ccccc32)c(C(C)C)c1 (tBuXphos G3). Run in CS(C)=O (DMSO), O (water), CS(C)=O (DMSO), CS(C)=O (DMSO), CS(C)=O (DMSO). Conditions: time 22 hour. The product is Cc1cc(O)ccc1c2nc(C(=O)NCc3ccc(F)cc3)c(O)c4ncccc24, Oc1c(nc(Br)c2cccnc12)C(=O)NCc3ccc(F)cc3, c1ccc(-c2ccccc2)cc1.